From a dataset of the Open Reaction Database (ORD), a public repository of structured organic reaction records. describe an organic reaction: reactants, conditions, products, and yield Starting materials: C(C)OC(=O)C=1NN=C(C1C#N)C=1SC=CC1 (4-Cyano-5-thiophen-2-yl-2H-pyrazole-3-carboxylic acid ethyl ester), [H-].[Na+] (sodium hydride), BrCC1=NOC(=C1)C=1SC(=CC1)Cl (3-bromomethyl-5-(5-chloro-thiophen-2-yl)-isoxazole), [OH-].[Na+] (NaOH), 16h. Reaction conditions: time 20 minute. Yields the product ClC1=CC=C(S1)C1=CC(=NO1)CN1N=C(C(=C1C(=O)O)C#N)C=1SC=CC1 (2-[5-(5-Chloro-thiophen-2-yl)-isoxazol-3-ylmethyl]-4-cyano-5-thiophen-2-yl-2H-pyrazole-3-carboxylic acid). Solvent: CN(C)C=O (DMF). Procedure: 287 mg (1.2 mmol) of 4-Cyano-5-thiophen-2-yl-2H-pyrazole-3-carboxylic acid ethyl ester was dissolved in 2 ml of DMF and 51.1 mg (1.3 mmol) of sodium hydride (60% in mineral oil) were added at RT. After stirring for 20 min at room temperature the solution was cooled to −70° C. and 355 mg (1.3 mmol) of 3-bromomethyl-5-(5-chloro-thiophen-2-yl)-isoxazole were added. The reaction was stirred at room temperature for 3 h. The reaction solution was treated with 1 ml of 2N aqueous NaOH for 16h at room te... Reaction SMILES: C([O:3][C:4]([C:6]1[NH:7][N:8]=[C:9]([C:13]2[S:14][CH:15]=[CH:16][CH:17]=2)[C:10]=1[C:11]#[N:12])=[O:5])C.[H-].[Na+].Br[CH2:21][C:22]1[CH:26]=[C:25]([C:27]2[S:28][C:29]([Cl:32])=[CH:30][CH:31]=2)[O:24][N:23]=1.[OH-].[Na+]>CN(C=O)C>[Cl:32][C:29]1[S:28][C:27]([C:25]2[O:24][N:23]=[C:22]([CH2:21][N:7]3[C:6]([C:4]([OH:3])=[O:5])=[C:10]([C:11]#[N:12])[C:9]([C:13]4[S:14][CH:15]=[CH:16][CH:17]=4)=[N:8]3)[CH:26]=2)=[CH:31][CH:30]=1 |f:1.2,4.5|. Starting materials: N#N.C(C1=CC=CC=C1)OC(=O)[C@@]1(N(C[C@@H](C1)N=[N+]=[N-])C(C)(C)C)C(=O)N (N2 (benzyloxycarbonyl)-4(R)-azido-N1 -tert.butyl-L-prolinamide). The solvent is O1CCCC1 (tetrahydrofuran). Reaction conditions: time 18 hour. Product: N#N.C(C1=CC=CC=C1)OC(=O)[C@@]1(N(C[C@@H](C1)N)C(C)(C)C)C(=O)N (N2 (benzyloxycarbonyl)-4(R)-amino-N1 -tert-butyl-L-prolinamide). Yield: 56.1%. RXN SMILES: N#N.[CH2:3]([O:10][C:11]([C@@:13]1([C:25]([NH2:27])=[O:26])[CH2:17][C@@H:16]([N:18]=[N+:19]=[N-])[CH2:15][N:14]1[C:21]([CH3:24])([CH3:23])[CH3:22])=[O:12])[C:4]1[CH:9]=[CH:8][CH:7]=[CH:6][CH:5]=1>O1CCCC1>[N:18]#[N:19].[CH2:3]([O:10][C:11]([C@@:13]1([C:25]([NH2:27])=[O:26])[CH2:17][C@@H:16]([NH2:18])[CH2:15][N:14]1[C:21]([CH3:23])([CH3:24])[CH3:22])=[O:12])[C:4]1[CH:9]=[CH:8][CH:7]=[CH:6][CH:5]=1 |f:0.1,3.4|. Procedure details: 0.345 g of N2 -(benzyloxycarbonyl)-4(R)-azido-N1 -tert.butyl-L-prolinamide was dissolved in 5 ml of dry tetrahydrofuran and the solution was evaporated. The residual gum was dissolved in 10 ml of dry tetrahydrofuran and treated under a nitrogen atmosphere with 0.262 g of triphenylphosphine. The resulting solution was left to stand under a nitrogen atmosphere at room temperature for 18 hours. 0.027 g of water was added and the solution was left to stand at room temperature for 24 hours. The solve... Starting materials: O=C([O-])[O-], CCOC(C)=O, Fc1cnc(Cl)nc1, [Cs+], [Cs+], NCC1CCN(C(=O)OCc2ccccc2)CC1, CN(C)C=O. Product: O=C(OCc1ccccc1)N1CCC(CNc2ncc(F)cn2)CC1. Reaction SMILES: [C:27](=[O:28])([O-:29])[O-:30].[CH3:38][CH2:39][O:40][C:41](=[O:42])[CH3:43].[Cl:19][c:20]1[n:21][cH:22][c:23]([F:26])[cH:24][n:25]1.[Cs+:31].[Cs+:32].[NH2:1][CH2:2][CH:3]1[CH2:4][CH2:5][N:6]([C:9](=[O:10])[O:11][CH2:12][c:13]2[cH:14][cH:15][cH:16][cH:17][cH:18]2)[CH2:7][CH2:8]1.[O:33]=[CH:34][N:35]([CH3:36])[CH3:37]>>[NH:1]([CH2:2][CH:3]1[CH2:4][CH2:5][N:6]([C:9](=[O:10])[O:11][CH2:12][c:13]2[cH:14][cH:15][cH:16][cH:17][cH:18]2)[CH2:7][CH2:8]1)[c:20]1[n:21][cH:22][c:23]([F:26])[cH:24][n:25]1. Reactants: O=C([O-])[O-], C=CCNc1c([N+](=O)[O-])c(Cl)nc2ccccc12, [CH2]C, ClCCl, [K+], [K+], [Na+], [Na+], O, O=S(=O)([O-])S(=O)(=O)[O-]. The product is C=CCNc1c(N)c(Cl)nc2ccccc12. Reaction SMILES: [C:1](=[O:2])([O-:3])[O-:4].[CH2:17]([CH:18]=[CH2:19])[NH:20][c:21]1[c:22]([N+:32]([O-:33])=[O:34])[c:23]([Cl:31])[n:24][c:25]2[cH:26][cH:27][cH:28][cH:29][c:30]12.[CH2:35][CH3:36].[Cl:37][CH2:38][Cl:39].[K+:5].[K+:6].[Na+:15].[Na+:16].[OH2:40].[S:7]([S:8]([O-:9])(=[O:10])=[O:11])([O-:12])(=[O:13])=[O:14]>>[CH2:17]([CH:18]=[CH2:19])[NH:20][c:21]1[c:22]([NH2:32])[c:23]([Cl:31])[n:24][c:25]2[cH:26][cH:27][cH:28][cH:29][c:30]12. The reactants are C(Cl)(Cl)Cl (chloroform), C(C)(C)(C)C1=CC=C(C=C1)C1SCC(=C1O)C(=O)C (2-(4-t-butylphenyl)-3-hydroxy-4-methylcarbonyl-2,5-dihydrothiophene), C(Cl)(Cl)Cl (chloroform), S(=O)(=O)(Cl)Cl (sulfuryl chloride). Run in O (water). Conditions: temperature -23 celsius, time 33 minute. Yields the product C(C)(C)(C)C1=CC=C(C=C1)C=1SC=C(C1O)C(=O)C (2-(4-t-Butylphenyl)-3-hydroxy-4-methylcarbonyl thiophene). Isolated yield 87.4%. As a reaction SMILES: C(Cl)(Cl)Cl.[C:5]([C:9]1[CH:14]=[CH:13][C:12]([CH:15]2[C:19]([OH:20])=[C:18]([C:21]([CH3:23])=[O:22])[CH2:17][S:16]2)=[CH:11][CH:10]=1)([CH3:8])([CH3:7])[CH3:6].S(Cl)(Cl)(=O)=O>O>[C:5]([C:9]1[CH:10]=[CH:11][C:12]([C:15]2[S:16][CH:17]=[C:18]([C:21]([CH3:23])=[O:22])[C:19]=2[OH:20])=[CH:13][CH:14]=1)([CH3:8])([CH3:6])[CH3:7]. Reported procedure: A chloroform (250 mL) solution of 2-(4-t-butylphenyl)-3-hydroxy-4-methylcarbonyl-2,5-dihydrothiophene (24.94 g, 64.6 mmol, purity: 78%) was cooled to −23° C., and to this solution, a chloroform (50 mL) solution of sulfuryl chloride (5.45 mL, 1.05 equivalent amounts) was dropwise added over a period of 27 minutes, followed by stirring at from −22 to −24° C. for 33 minutes. The temperature of the solution was raised to −3° C., and water (50 mL) was dropwise added over a period of 2.5 minutes, foll... Reactants: C1=CC=CC=2C3=CC=CC=C3NC12 (carbazole), ClC1=C(C=CC=C1)Cl (o-dichlorobenzene), C(C)Cl (ethyl chloride), [OH-].[Na+] (sodium hydroxide). The solvent is C(C)N(CC)CC (triethylamine). Conditions: temperature 100 celsius, time 9 hour. Yields the product C(C)N1C2=CC=CC=C2C=2C=CC=CC12 (N-ethylcarbazole). Reaction SMILES: [CH:1]1[C:13]2[NH:12][C:11]3[C:6](=[CH:7][CH:8]=[CH:9][CH:10]=3)[C:5]=2[CH:4]=[CH:3][CH:2]=1.Cl[C:15]1C=CC=C[C:16]=1Cl.C(Cl)C.[OH-].[Na+]>C(N(CC)CC)C>[CH2:15]([N:12]1[C:11]2[CH:10]=[CH:9][CH:8]=[CH:7][C:6]=2[C:5]2[C:13]1=[CH:1][CH:2]=[CH:3][CH:4]=2)[CH3:16] |f:3.4|. Procedure: A 0.5-liter autoclave equipped with a stirrer was charged with carbazole (82.0 g), o-dichlorobenzene (100 g), ethyl chloride (40.2 g), 48% sodium hydroxide (73.9 g) and triethylamine (5 g). After the atmosphere in the autoclave was replaced with nitrogen gas, the autoclave was heated to the reaction temperature of 100° C. and the reaction mixture was stirred at the same temperature for 9 hours, while keeping the temperature. After completion of the reaction, the mixture was cooled to 50° C., and... Reactants: [OH-].[Na+] (sodium hydroxide), N(=O)OCCC(C)C (isoamyl nitrite), C(C=1C(N)=CC=CC1)(=O)O (anthranilic acid), O1C=CC=C1 (furan). Solvent: C(OC)COC (glyme), C(OC)COC (glyme), C(OC)COC (glyme). Product: C1=CC=C2C3C=CC(C2=C1)O3 (1,4-dihydronaphthalene-1,4-endo-oxide). The yield is 51.0%. As a reaction SMILES: N(O[CH2:4][CH2:5][CH:6](C)C)=O.[C:9]([OH:18])(=O)[C:10]1[C:11](=[CH:13][CH:14]=[CH:15][CH:16]=1)N.O1C=CC=C1.[OH-].[Na+]>C(COC)OC>[CH:15]1[CH:16]=[C:10]2[C:11]([CH:6]3[O:18][CH:9]2[CH:4]=[CH:5]3)=[CH:13][CH:14]=1 |f:3.4|. Procedure: Solutions of 20 ml of isoamyl nitrite in glyme (20 ml) and of 13.7 g of anthranilic acid in glyme (45 ml) were added simultaneously by drops to a refluxing mixture of glyme (50 ml) and furan (50 ml). Refluxing was continued for ten minutes and the brown solution was cooled, made basic with aqueous sodium hydroxide (1 N), and extracted with petroleum ether. The extract was washed thoroughly with water, clarified with Norit®, dried, and evaporated to give an oil. The oil solidified on cooling to g... Starting materials: C(C1=CC=CC=C1)OC=1C=C(C(=O)N2C(CCC2)=O)C=CC1OC (1-(3-benzyloxy-4-methoxybenzoyl)-2-pyrrolidinone). The reagents and catalysts are [Pd] (palladium/carbon). The solvent is CO (methanol). Product: OC=1C=C(C(=O)N2C(CCC2)=O)C=CC1OC (1-(3-hydroxy-4-methoxybenzoyl)-2-pyrrolidinone). RXN SMILES: C([O:8][C:9]1[CH:10]=[C:11]([CH:20]=[CH:21][C:22]=1[O:23][CH3:24])[C:12]([N:14]1[CH2:18][CH2:17][CH2:16][C:15]1=[O:19])=[O:13])C1C=CC=CC=1>CO.[Pd]>[OH:8][C:9]1[CH:10]=[C:11]([CH:20]=[CH:21][C:22]=1[O:23][CH3:24])[C:12]([N:14]1[CH2:18][CH2:17][CH2:16][C:15]1=[O:19])=[O:13]. Procedure details: 2.0 g of 1-(3-benzyloxy-4-methoxybenzoyl)-2-pyrrolidinone are hydrogenated in 60 ml of absolute methanol with 0.5 g of 5% palladium/carbon under atmospheric pressure and at room temperature. The catalyst is filtered off and the filtrate is concentrated and stirred with diethyl ether. After filtration, there is obtained 1-(3-hydroxy-4-methoxybenzoyl)-2-pyrrolidinone of melting point 123°-125° C. Starting materials: BrC(CC(=O)OC(C)(C)C)C (tert-butyl 3-bromo-butyrate), OCC1=NC(=CC(=C1)OCCNS(=O)(=O)C1=C(C=CC=C1)[N+](=O)[O-])CO (N-[2-(2,6-bis-hydroxymethyl-pyridin-4-yloxy)-ethyl]-2-nitro-benzenesulfonamide). The product is OCC1=NC(=CC(=C1)OCCNC(CC(=O)OC(C)(C)C)C)CO (tert-Butyl 3-[2-(2,6-bis-hydroxymethyl-pyridin-4-yloxy)-ethylamino]-butanoate). Reaction SMILES: Br[CH:2]([CH3:11])[CH2:3][C:4]([O:6][C:7]([CH3:10])([CH3:9])[CH3:8])=[O:5].[OH:12][CH2:13][C:14]1[CH:19]=[C:18]([O:20][CH2:21][CH2:22][NH:23]S(C2C=CC=CC=2[N+]([O-])=O)(=O)=O)[CH:17]=[C:16]([CH2:36][OH:37])[N:15]=1>>[OH:12][CH2:13][C:14]1[CH:19]=[C:18]([O:20][CH2:21][CH2:22][NH:23][CH:2]([CH3:11])[CH2:3][C:4]([O:6][C:7]([CH3:10])([CH3:9])[CH3:8])=[O:5])[CH:17]=[C:16]([CH2:36][OH:37])[N:15]=1. Procedure: Prepared as for Ex. 2, starting with tert-butyl 3-bromo-butyrate and N-[2-(2,6-bis-hydroxymethyl-pyridin-4-yloxy)-ethyl]-2-nitro-benzenesulfonamide: The reactants are BrCCCCCCC(C(CC)=O)C(CC)=O (4-(6-bromohexyl)-3,5-heptanedione), [I-].[K+] (potassium iodide), OC1=CC=C(C(=O)OCC)C=C1 (ethyl p-hydroxybenzoate), C([O-])([O-])=O.[K+].[K+] (potassium carbonate). Solvent: CC(=O)C (acetone). The product is C(=O)(OCC)C1=CC=C(OCCCCCCCCCCC(C(CC)=O)C(CC)=O)C=C1 (4-[10-(4-carbethoxyphenoxy)decyl]-3,5-heptanedione). Reaction SMILES: Br[CH2:2][CH2:3][CH2:4][CH2:5][CH2:6][CH2:7][CH:8]([C:13](=[O:16])[CH2:14][CH3:15])[C:9](=[O:12])[CH2:10][CH3:11].[OH:17][C:18]1[CH:28]=[CH:27][C:21]([C:22]([O:24][CH2:25][CH3:26])=[O:23])=[CH:20][CH:19]=1.C(=O)([O-])[O-].[K+].[K+].[I-].[K+]>CC(C)=O>[C:22]([C:21]1[CH:20]=[CH:19][C:18]([O:17][CH2:2][CH2:3][CH2:4][CH2:5][CH2:2][CH2:3][CH2:4][CH2:5][CH2:6][CH2:7][CH:8]([C:13](=[O:16])[CH2:14][CH3:15])[C:9](=[O:12])[CH2:10][CH3:11])=[CH:28][CH:27]=1)([O:24][CH2:25][CH3:26])=[O:23] |f:2.3.4,5.6|. Procedure details: A mixture of 26.3 g. (0.0758 mole) of 4-(6-bromohexyl)-3,5-heptanedione, 13.1 g. (0.0787 mole) of ethyl p-hydroxybenzoate, 31.5 g. (0.228 mole) of powdered potassium carbonate, 4 g. of potassium iodide and 500 ml. of acetone was heated at reflux for 36 hours. The reaction mixture was concentrated in vacuo and partitioned between water and methylene dichloride. The organic layer was washed successively with sodium hydroxide solution, water, hydrochloric acid, water and sodium chloride solution, a...